This data is from the Open Reaction Database (ORD), a public repository of structured organic reaction records. The task is: describe an organic reaction: reactants, conditions, products, and yield Starting materials: NC1=C(C=CC(=C1)Br)O (2-Amino-4-bromophenol), FC1=C(C(=O)O)C=CC(=C1)S(=O)(=O)C (2-fluoro-4-(methylsulfonyl)benzoic acid), [OH-].[Na+] (sodium hydroxide). The solvent is ice water, acid, CCOC(=O)C.O (EtOAc H2O). Reaction conditions: temperature 195 celsius. The product is BrC=1C=CC2=C(N=C(O2)C2=C(C=C(C=C2)S(=O)(=O)C)F)C1 (5-Bromo-2-[2-fluoro-4-(methylsulfonyl)phenyl]benzo[d]oxazole). Yield: 80.5%. As a reaction SMILES: [NH2:1][C:2]1[CH:7]=[C:6]([Br:8])[CH:5]=[CH:4][C:3]=1[OH:9].[F:10][C:11]1[CH:19]=[C:18]([S:20]([CH3:23])(=[O:22])=[O:21])[CH:17]=[CH:16][C:12]=1[C:13](O)=O.[OH-].[Na+]>CCOC(C)=O.O>[Br:8][C:6]1[CH:5]=[CH:4][C:3]2[O:9][C:13]([C:12]3[CH:16]=[CH:17][C:18]([S:20]([CH3:23])(=[O:21])=[O:22])=[CH:19][C:11]=3[F:10])=[N:1][C:2]=2[CH:7]=1 |f:2.3,4.5|. Reported procedure: 2-Amino-4-bromophenol (1.77 g, 9.4 mmol) and 2-fluoro-4-(methylsulfonyl)benzoic acid (2 g, 9.4 mmol) were dissolved in polyposphoric acid (60 g). This mixture was heated at 195° C. for three and half hours. Reaction mixture cooled to rt and diluted with ice water (100 ml). Aqueous layer basified with sodium hydroxide pellets to pH 9. Work up (EtOAc/H2O) followed by evaporation of EtOAc afforded the crude. Crude was purified on combiflash with a gradient mixture of EtOAc and Petether (33:67) to o... Starting materials: CC1=CC=2C(=NC3=C(NC2S1)C=CC=C3)N3C[C@@H](NCC3)CCC3=CC=NC=C3 (2-methyl-10-((S)-3-(2-pyridin-4-yl-ethyl)-piperazin-1-yl)-4H-3-thia-4,9-diaza-benzo[f]azulene), C(C)(=O)O[BH-](OC(C)=O)OC(C)=O.[Na+] (sodium triacetoxyborohydride), C=O (formaldehyde), C(Cl)Cl (methylene chloride). Solvent: C([O-])(O)=O.[Na+] (sodium bicarbonate). Reaction conditions: time 5 minute. The product is O.Cl.Cl.Cl.CC1=CC=2C(=NC3=C(NC2S1)C=CC=C3)N3C[C@@H](N(CC3)C)CCC3=CC=NC=C3 (2-Methyl-10-(4-methyl-(S)-3-(2-pyridin-4-yl-ethyl)-piperazin-1-yl)-4H-3-thia-4,9-diaza-benzo[f]azulene trihydrochloride hydrate). RXN SMILES: [CH3:1][C:2]1[S:11][C:10]2[NH:9][C:8]3[CH:12]=[CH:13][CH:14]=[CH:15][C:7]=3[N:6]=[C:5]([N:16]3[CH2:21][CH2:20][NH:19][C@@H:18]([CH2:22][CH2:23][C:24]4[CH:29]=[CH:28][N:27]=[CH:26][CH:25]=4)[CH2:17]3)[C:4]=2[CH:3]=1.C=O.[CH2:32](Cl)[Cl:33].C(O[BH-](OC(=O)C)OC(=O)C)(=[O:37])C.[Na+]>C(=O)(O)[O-].[Na+]>[OH2:37].[ClH:33].[ClH:33].[ClH:33].[CH3:1][C:2]1[S:11][C:10]2[NH:9][C:8]3[CH:12]=[CH:13][CH:14]=[CH:15][C:7]=3[N:6]=[C:5]([N:16]3[CH2:21][CH2:20][N:19]([CH3:32])[C@@H:18]([CH2:22][CH2:23][C:24]4[CH:25]=[CH:26][N:27]=[CH:28][CH:29]=4)[CH2:17]3)[C:4]=2[CH:3]=1 |f:3.4,5.6,7.8.9.10.11|. Procedure details: Combine 2-methyl-10-((S)-3-(2-pyridin-4-yl-ethyl)-piperazin-1-yl)-4H-3-thia-4,9-diaza-benzo[f]azulene (380 mg, 0.94 mmol) and formaldehyde (82 μL, 1.04 mmol, 37% in water), and methylene chloride (10 mL). Stir 5 minutes at ambient temperature. Add sodium triacetoxyborohydride (300 mg, 1.41 mmol) and stir 30 minutes at ambient temperature. Dilute with saturated sodium bicarbonate solution and extract with methylene chloride. Dry the extracts with sodium sulfate, filter and concentrate the filtrat... Starting materials: C([O-])([O-])=O.[Na+].[Na+] (sodium carbonate), N1(N=CN=C1)CC=1C=C(C(=NC1)OC(F)F)Br (5-((1H-1,2,4-triazol-1-yl)methyl)-3-bromo-2-(difluoromethoxy)pyridine), C1=CC=CC=C1 (benzene), N1(N=CN=C1)CC=1C=C(C(=NC1)OC(F)F)Br (5-((1H-1,2,4-triazol-1-yl)methyl)-3-bromo-2-(difluoromethoxy)pyridine), COC1=CC=CC(=N1)B(O)O ((6-methoxypyridin-2-yl)boronic acid). Reagents/catalysts: C=1C=CC(=CC1)[P](C=2C=CC=CC2)(C=3C=CC=CC3)[Pd]([P](C=4C=CC=CC4)(C=5C=CC=CC5)C=6C=CC=CC6)([P](C=7C=CC=CC7)(C=8C=CC=CC8)C=9C=CC=CC9)[P](C=1C=CC=CC1)(C=1C=CC=CC1)C=1C=CC=CC1 (tetrakis(triphenylphosphine)palladium(0)). The solvent is CCO (EtOH). Run at temperature 120 celsius. The product is COC1=NC=C(C=C1C1=NC(=CC=C1)OC)CN1N=CN=C1 (2-Methoxy-3-(6-methoxypyridin-2-yl)-5-(1H-1,2,4-triazol-1-ylmethyl)pyridine). Yield: 25.0%. RXN SMILES: [N:1]1([CH2:6][C:7]2[CH:8]=[C:9](Br)[C:10]([O:13][CH:14](F)F)=[N:11][CH:12]=2)[CH:5]=[N:4][CH:3]=[N:2]1.[CH3:18][O:19][C:20]1[N:25]=[C:24](B(O)O)[CH:23]=[CH:22][CH:21]=1.C1C=CC=CC=1.C(=O)([O-])[O-].[Na+].[Na+]>CCO.C1C=CC([P]([Pd]([P](C2C=CC=CC=2)(C2C=CC=CC=2)C2C=CC=CC=2)([P](C2C=CC=CC=2)(C2C=CC=CC=2)C2C=CC=CC=2)[P](C2C=CC=CC=2)(C2C=CC=CC=2)C2C=CC=CC=2)(C2C=CC=CC=2)C2C=CC=CC=2)=CC=1>[CH3:14][O:13][C:10]1[C:9]([C:24]2[CH:23]=[CH:22][CH:21]=[C:20]([O:19][CH3:18])[N:25]=2)=[CH:8][C:7]([CH2:6][N:1]2[CH:5]=[N:4][CH:3]=[N:2]2)=[CH:12][N:11]=1 |f:3.4.5,^1:47,49,68,87|. Procedure: A solution of 5-((1H-1,2,4-triazol-1-yl)methyl)-3-bromo-2-(difluoromethoxy)pyridine (Intermediate 13, 50 mg, 0.16 mmol), (6-methoxypyridin-2-yl)boronic acid (46 mg, 0.30 mmol), in EtOH (2.45 mL), benzene (7.00 mL), was combined with tetrakis(triphenylphosphine)palladium(0) (27 mg, 0.02 mmol), and 4 M aqueous sodium carbonate (3 mL) in a microwave vial. The vial was sealed, purged with nitrogen and heated under microwave conditions to 120° C. for 12 minutes. Water was removed from the reaction wi... The reactants are example 5, O (water), C([O-])([O-])=O.[K+].[K+] (potassium carbonate), C(C1=CC=CC=C1)Br (benzyl bromide), CN(C=O)C (dimethylformamide). Reaction conditions: time 30 minute. The product is C(C1=CC=CC=C1)OC=1C=CC2=C(CCCNC2=O)C1 (7-benzyloxy-1,3,4,5-tetrahydro-2H-2-benzazepin-1-one). Reaction SMILES: [C:1](=[O:4])([O-])[O-].[K+].[K+].[CH2:7](Br)[C:8]1[CH:13]=[CH:12][CH:11]=[CH:10][CH:9]=1.O.[CH3:16][N:17](C)[CH:18]=[O:19]>>[CH2:7]([O:4][C:1]1[CH:11]=[CH:10][C:9]2[C:18](=[O:19])[NH:17][CH2:16][CH2:12][CH2:13][C:8]=2[CH:7]=1)[C:8]1[CH:13]=[CH:12][CH:11]=[CH:10][CH:9]=1 |f:0.1.2|. Procedure details: Under atmosphere of argon, to a solution of the compound prepared in reference example 5 (4.79 g) in dimethylformamide (60 ml) were added potassium carbonate (11.2 g) and benzyl bromide (3.57 ml) at 0° C. and the mixture was stirred for 30 minutes at room temperature. To the reaction mixture was added water and was extracted with ethyl acetate. The organic layer was washed with water, a saturated aqueous solution of sodium bicarbonate and a saturated aqueous solution of sodium chloride successiv... The solvent is ClC1=C(C=CC=C1)Cl (1,2-dichlorobenzene). The reactants are C1=CC=CC=2C3=CC=CC=C3NC12 (carbazole), BrC1=CC2=C(OC3=C2C=C(C=C3)Br)C=C1 (2,8-dibromodibenzo[b,d]furan), C([O-])([O-])=O.[K+].[K+] (potassium carbonate), C1COCCOCCOCCOCCOCCO1 (18-crown-6). The reagents and catalysts are [Cu] (copper). Isolated yield 30.4%. Reaction conditions: temperature 200 celsius, time 45 hour. Procedure details: A mixture of carbazole (1.15 g, 6.87 mmol), 2,8-dibromodibenzo[b,d]furan (4.48 g, 13.74 mmol), copper powder (0.30 g, 4.58 mmol), potassium carbonate (3.80 g, 27.50 mmol), 18-crown-6 (0.61 g, 2.29 mmol), and 1,2-dichlorobenzene (50 mL) was degassed with bubbling argon for 45 min at 50° C. The reaction mixture was then heated to 200° C. and was stirred overnight (45 hours), maintaining an argon atmosphere. Production of decoupled material was shown by LCMS and the reaction was cooled to room temp... RXN SMILES: [CH:1]1[C:13]2[NH:12][C:11]3[C:6](=[CH:7][CH:8]=[CH:9][CH:10]=3)[C:5]=2[CH:4]=[CH:3][CH:2]=1.Br[C:15]1[CH:28]=[CH:27][C:18]2[O:19][C:20]3[CH:25]=[CH:24][C:23]([Br:26])=[CH:22][C:21]=3[C:17]=2[CH:16]=1.C(=O)([O-])[O-].[K+].[K+].C1OCCOCCOCCOCCOCCOC1>[Cu].ClC1C=CC=CC=1Cl>[Br:26][C:23]1[CH:24]=[CH:25][C:20]2[O:19][C:18]3[CH:27]=[CH:28][C:15]([N:12]4[C:11]5[CH:10]=[CH:9][CH:8]=[CH:7][C:6]=5[C:5]5[C:13]4=[CH:1][CH:2]=[CH:3][CH:4]=5)=[CH:16][C:17]=3[C:21]=2[CH:22]=1 |f:2.3.4|. Yields the product BrC=1C=CC2=C(C3=C(O2)C=CC(=C3)N3C2=CC=CC=C2C=2C=CC=CC32)C1 (9-(8-bromodibenzo[b,d]furan-2-yl)-9H-carbazole).